From a dataset of the Open Reaction Database (ORD), a public repository of structured organic reaction records. describe an organic reaction: reactants, conditions, products, and yield As a reaction SMILES: Cl.[O:2]=[C:3]1[CH2:8][CH2:7][NH:6][CH2:5][CH2:4]1.[C:9](=O)([O:15]C(C)(C)C)[O:10][C:11]([CH3:14])([CH3:13])[CH3:12]>O1CCOCC1.O.C(N(CC)CC)C>[C:11]([O:10][C:9]([N:6]1[CH2:7][CH2:8][C:3](=[O:2])[CH2:4][CH2:5]1)=[O:15])([CH3:14])([CH3:13])[CH3:12] |f:0.1,3.4|. Solvent: O1CCOCC1.O (dioxane water), mixture, C(C)N(CC)CC (triethylamine). Procedure details: 4-Ketopiperidine hydrochloride (48.3 g) and di-tert-butyl carbonate (93.2 g) were dissolved in a dioxane-water equivolume mixture (1000 ml), and triethylamine (119 ml) was added to the resultant mixture. The mixture was stirred at room temperature for five hours and concentrated under reduced pressure. Water and ethyl acetate were added to the residue. After separation of the organic phase, the organic phase was washed with a saturated solution of potassium hydrogensulfate and water, dried over ... Yields the product C(C)(C)(C)OC(=O)N1CCC(CC1)=O (1-tert-butoxycarbonyl-4-ketopiperidine). Run at time 5 hour. Reactants: Cl.O=C1CCNCC1 (4-Ketopiperidine hydrochloride), C(OC(C)(C)C)(OC(C)(C)C)=O (di-tert-butyl carbonate), resultant mixture. Starting materials: FC(C1=CC=C(OCC2OC2)C=C1)(F)F (2-(4-trifluoromethyl-phenoxymethyl)-oxirane), ClC1=C(C(=CC(=C1)OCC=C(Cl)Cl)Cl)O (2,6-dichloro-4-(3,3-dichloro-allyloxy)-phenol), C1(=CC=CC=C1)C (toluene). The solvent is C(C)N(C(C)C)C(C)C (N-ethyl-diisopropylamine). Product: ClC1=C(OCC(COC2=CC=C(C=C2)C(F)(F)F)O)C(=CC(=C1)OCC=C(Cl)Cl)Cl (1-[2,6-dichloro-4-(3,3-dichloro-allyloxy)-phenoxy]-3-(4-trifluoromethyl-phenoxy)-propan-2-ol). As a reaction SMILES: [F:1][C:2]([F:15])([F:14])[C:3]1[CH:13]=[CH:12][C:6]([O:7][CH2:8][CH:9]2[CH2:11][O:10]2)=[CH:5][CH:4]=1.[Cl:16][C:17]1[CH:22]=[C:21]([O:23][CH2:24][CH:25]=[C:26]([Cl:28])[Cl:27])[CH:20]=[C:19]([Cl:29])[C:18]=1[OH:30].C1(C)C=CC=CC=1>C(N(C(C)C)C(C)C)C>[Cl:16][C:17]1[CH:22]=[C:21]([O:23][CH2:24][CH:25]=[C:26]([Cl:28])[Cl:27])[CH:20]=[C:19]([Cl:29])[C:18]=1[O:30][CH2:11][CH:9]([OH:10])[CH2:8][O:7][C:6]1[CH:12]=[CH:13][C:3]([C:2]([F:1])([F:14])[F:15])=[CH:4][CH:5]=1. Procedure: 8 g of 2-(4-trifluoromethyl-phenoxymethyl)-oxirane and 3.8 g of 2,6-dichloro-4-(3,3-dichloro-allyloxy)-phenol are stirred in 80 ml of N-ethyl-diisopropylamine and 50 ml of toluene for 14 days at 100° C. The reaction mixture is concentrated, and the residue is taken up in ethyl acetate and washed with hydrochloric acid and water. After concentration of the organic phase and purification over silica gel, 1-[2,6-dichloro-4-(3,3-dichloro-allyloxy)-phenoxy]-3-(4-trifluoromethyl-phenoxy)-propan-2-ol i... The reactants are Oc1cncc(Br)c1, O=C([O-])[O-], COCCBr, [K+], [K+], CN(C)C=O. Product: COCCOc1cncc(Br)c1. Reaction SMILES: [Br:1][c:2]1[cH:3][n:4][cH:5][c:6]([OH:8])[cH:7]1.[C:9](=[O:10])([O-:11])[O-:12].[CH3:15][O:16][CH2:17][CH2:18][Br:19].[K+:13].[K+:14].[O:20]=[CH:21][N:22]([CH3:23])[CH3:24]>>[Br:1][c:2]1[cH:3][n:4][cH:5][c:6]([O:8][CH2:18][CH2:17][O:16][CH3:15])[cH:7]1. Reactants: Cl (HCl), COC=1C=C2CCC(C(C2=CC1)=O)C=1C=NC=CC1 (6-methoxy-2-(3-pyridyl)-1-tetralone), B(Br)(Br)Br (boron tribromide), C(=O)(O)[O-].[Na+] (NaHCO3). The solvent is C(Cl)Cl (CH2Cl2), C(C)(=O)OCC (ethyl acetate), O (water). Reaction conditions: time 10 minute. The product is OC=1C=C2CCC(C(C2=CC1)=O)C=1C=NC=CC1 (6-hydroxy-2-(3-pyridyl)-1-tetralone). Isolated yield 79.0%. RXN SMILES: C[O:2][C:3]1[CH:4]=[C:5]2[C:10](=[CH:11][CH:12]=1)[C:9](=[O:13])[CH:8]([C:14]1[CH:15]=[N:16][CH:17]=[CH:18][CH:19]=1)[CH2:7][CH2:6]2.B(Br)(Br)Br.C([O-])(O)=O.[Na+].Cl>C(Cl)Cl.C(OCC)(=O)C.O>[OH:2][C:3]1[CH:4]=[C:5]2[C:10](=[CH:11][CH:12]=1)[C:9](=[O:13])[CH:8]([C:14]1[CH:15]=[N:16][CH:17]=[CH:18][CH:19]=1)[CH2:7][CH2:6]2 |f:2.3|. Reported procedure: To a suspension of 6-methoxy-2-(3-pyridyl)-1-tetralone (288 mg; 1.1 mmol) in CH2Cl2 (10 ml) was added, at 0° C. under argon, boron tribromide (215 μl; 2.2 mmol). It was left for 10 minutes and then, water, ethyl acetate and 2N NaHCO3 were added to bring the mixture to pH 9.5. The mixture was then acidified to pH 7-8 with 2N HCl and then extracted three times with ethyl acetate. The organic phase was washed with water and a saturated aqueous solution of NaCl , dried over MgSO4 filtered and evapor... Starting materials: [BH4-], Cc1ccc(S(=O)(=O)n2nc(C=O)cc2-c2ccccc2)cc1, C[NH3+], CO, [Cl-], [Na+]. The product is CNCc1cc(-c2ccccc2)n(S(=O)(=O)c2ccc(C)cc2)n1, Cl. Reaction SMILES: [BH4-:27].[CH3:1][c:2]1[cH:3][cH:4][c:5]([S:8](=[O:9])(=[O:10])[n:11]2[n:12][c:13]([CH:22]=[O:23])[cH:14][c:15]2-[c:16]2[cH:17][cH:18][cH:19][cH:20][cH:21]2)[cH:6][cH:7]1.[CH3:25][NH3+:26].[CH3:29][OH:30].[Cl-:24].[Na+:28]>>[CH3:1][c:2]1[cH:3][cH:4][c:5]([S:8](=[O:9])(=[O:10])[n:11]2[n:12][c:13]([CH2:22][NH:26][CH3:25])[cH:14][c:15]2-[c:16]2[cH:17][cH:18][cH:19][cH:20][cH:21]2)[cH:6][cH:7]1.[ClH:24].